From a dataset of the Open Reaction Database (ORD), a public repository of structured organic reaction records. describe an organic reaction: reactants, conditions, products, and yield Starting materials: CC(C)(C)c1ccc([N+](=O)[O-])cc1S(N)(=O)=O, CCO, CCOC(C)=O, [Na+], O=C([O-])O, O. The product is CC(C)(C)c1ccc(N)cc1S(N)(=O)=O. RXN SMILES: [C:1]([CH3:2])([CH3:3])([CH3:4])[c:5]1[c:6]([S:14](=[O:15])(=[O:16])[NH2:17])[cH:7][c:8]([N+:11]([O-:12])=[O:13])[cH:9][cH:10]1.[CH3:23][CH2:24][OH:25].[CH3:26][CH2:27][O:28][C:29]([CH3:30])=[O:31].[Na+:22].[O-:18][C:19]([OH:20])=[O:21].[OH2:32]>>[C:1]([CH3:2])([CH3:3])([CH3:4])[c:5]1[c:6]([S:14](=[O:15])(=[O:16])[NH2:17])[cH:7][c:8]([NH2:11])[cH:9][cH:10]1. Starting materials: epoxy, C1=CC2=C(C(=C1)N)C(=O)NNC2=O.C1=CC(=C(C=C1C[C@@H](C(=O)O)N)N)O (DALM). Solvent: CS(=O)C (DMSO), O (water), O (water), CS(=O)C (DMSO). The product is C1=CC2=C(C(=C1)N)C(=O)NNC2=O (luminol). RXN SMILES: [CH:1]1[CH:6]=[C:5]([NH2:7])[C:4]2[C:8]([NH:10][NH:11][C:12](=[O:13])[C:3]=2[CH:2]=1)=[O:9].C1C(C[C@H](N)C(O)=O)=CC(N)=C(O)C=1>CS(C)=O.O>[CH:1]1[CH:6]=[C:5]([NH2:7])[C:4]2[C:8]([NH:10][NH:11][C:12](=[O:13])[C:3]=2[CH:2]=1)=[O:9] |f:0.1|. Procedure details: Degreased glass microscope slides were coated on one side with clear epoxy cement (two-component "do it yourself", commercially available epoxy cement), which was allowed to harden. The epoxy-coated slides were then immersed in a DALM-forming solution of 15 ml of luminol in DMSO (solution A), 15 ml of 3AT in water (solution B), and 3 ml of sodium nitrite in water (solution C), for seven days. The slides were removed from the DALM-forming solution, rinsed with deionized water, then activated by p... The reactants are ClC1=C(CC2=C(C(=CC=C2)[N+](=O)[O-])C)C=CC=C1 (2-(2-chlorobenzyl)-6-nitrotoluene), N1(CCCCC1)C(N1CCCCC1)N1CCCCC1 (tripiperidinomethane), O (water). Reagents/catalysts: [Fe] (iron). The solvent is C1(=CC=CC=C1)C (toluene), C(C)(=O)O (acetic acid), mixture, C1(=CC=CC=C1)C (toluene), C(Cl)Cl (methylene chloride). Yields the product ClC1=C(CC2=C3C=CNC3=CC=C2)C=CC=C1 (4-(2-chlorobenzyl)-indole). The yield is 62.1%. Reaction SMILES: [Cl:1][C:2]1[CH:18]=[CH:17][CH:16]=[CH:15][C:3]=1[CH2:4][C:5]1[CH:10]=[CH:9][CH:8]=[C:7]([N+:11]([O-])=O)[C:6]=1[CH3:14].N1(C(N2CCCCC2)N2CCCCC2)CCCC[CH2:20]1.O>C(Cl)Cl.[Fe].C1(C)C=CC=CC=1.C(O)(=O)C>[Cl:1][C:2]1[CH:18]=[CH:17][CH:16]=[CH:15][C:3]=1[CH2:4][C:5]1[CH:10]=[CH:9][CH:8]=[C:7]2[C:6]=1[CH:14]=[CH:20][NH:11]2. Reported procedure: A mixture of 16 g (0.06 mol) of 2-(2-chlorobenzyl)-6-nitrotoluene and 24.4 g (0.09 mol) of tripiperidinomethane is heated for 5 hours at 120° C. in a water jet vacuum with interconnection of a distillation assembly. Then the mixture is taken up in 200 ml of a mixture of 5 parts of toluene and 3 parts of glacial acetic acid and under stirring is added to a suspension of 144 g of iron powder and 362 g of silica gel in 800 ml the same toluene-glacial acetic acid mixture. The reaction mixture is ref... Reactants: [N+](=O)([O-])C1=C(C(=CC=C1)N)N (3-Nitro-benzene-1,2-diamine), C(CC(=O)OCC)(=O)OCC (diethyl malonate). Reaction conditions: temperature 160 celsius. Yields the product [N+](=O)([O-])C1=CC=CC=2NC(=NC21)CC(=O)O ((4-nitro-1H-benzoimidazol-2-yl)-acetic acid). As a reaction SMILES: [N+:1]([C:4]1[CH:9]=[CH:8][CH:7]=[C:6]([NH2:10])[C:5]=1[NH2:11])([O-:3])=[O:2].[C:12](OCC)(=O)[CH2:13][C:14]([O:16]CC)=[O:15]>>[N+:1]([C:4]1[C:5]2[N:11]=[C:12]([CH2:13][C:14]([OH:16])=[O:15])[NH:10][C:6]=2[CH:7]=[CH:8][CH:9]=1)([O-:3])=[O:2]. Procedure details: 3-Nitro-benzene-1,2-diamine (5.0 g) was dissolved in diethyl malonate. The reaction was heated at 160° C. oil bath for 48 h. After cooling to rt, flash chromatography of the crude reaction gave (4-nitro-1H-benzoimidazol-2-yl)-acetic acid (4.50 g). MS found: (M+H)+=250.0 Reactants: product, C(CCC)[Li] (n-Butyllithium), CC1(N=C(OC1)C1=C(C=C(C=C1)C)C)C (4,5-Dihydro-4,4-dimethyl-2-[2,4-dimethylphenyl]oxazole). The solvent is hexanes, O1CCCC1 (tetrahydrofuran). Reaction conditions: time 1 hour. Yields the product CC1(N=C(OC1)C1=C(C=C(C=C1)C)CCC1=C(C(=CC=C1)C)C)C (4,5-Dihydro-4,4-dimethyl-2-[4-methyl-2-[2-[2,3-dimethylphenyl]ethyl]phenyl]oxazole). As a reaction SMILES: [CH2:1]([Li])[CH2:2][CH2:3][CH3:4].[CH3:6][C:7]1([CH3:20])[CH2:11][O:10][C:9]([C:12]2[CH:17]=[CH:16][C:15]([CH3:18])=[CH:14][C:13]=2[CH3:19])=[N:8]1>O1CCCC1>[CH3:6][C:7]1([CH3:20])[CH2:11][O:10][C:9]([C:12]2[CH:17]=[CH:16][C:15]([CH3:18])=[CH:14][C:13]=2[CH2:19][CH2:1][C:2]2[CH:14]=[CH:13][CH:12]=[C:17]([CH3:16])[C:3]=2[CH3:4])=[N:8]1. Procedure details: n-Butyllithium (6.9 ml of a 2.5M soln in hexanes) was added dropwise to the product of example 21 step (i) (3.51 g) in tetrahydrofuran (60 ml) at -78° C. After 2 hours the product from step (i) (3.45 g) was added. After 1 hour the solution was left to warm to room temperature. The solution was quenched with water and extracted with ethyl acetate. The organic solution was dried (MgSO4) and evaporated under reduced pressure. Yield 1.83 g. Starting materials: C(C)(C)(C)C=1OC(C=C2C1SC1=C2C=C(C=C1)OC)=O (1-tert-butyl-6-methoxy-3H-[1]benzothieno[2,3-c]pyran-3-one), C(CCC)NCCCC (di-n-butyl amine). Solvent: CN(C)C=O (DMF). The product is C(CCC)N(C(CC1=C(SC2=C1C=C(C=C2)OC)C(C(C)(C)C)=O)=O)CCCC (N,N-Dibutyl-2-[2-(2,2-dimethylpropanoyl)-5-methoxy-1-benzothien-3-yl]acetamide). As a reaction SMILES: [C:1]([C:5]1[O:6][C:7](=[O:20])[CH:8]=[C:9]2[C:13]3[CH:14]=[C:15]([O:18][CH3:19])[CH:16]=[CH:17][C:12]=3[S:11][C:10]=12)([CH3:4])([CH3:3])[CH3:2].[CH2:21]([NH:25][CH2:26][CH2:27][CH2:28][CH3:29])[CH2:22][CH2:23][CH3:24]>CN(C=O)C>[CH2:21]([N:25]([CH2:26][CH2:27][CH2:28][CH3:29])[C:7](=[O:20])[CH2:8][C:9]1[C:13]2[CH:14]=[C:15]([O:18][CH3:19])[CH:16]=[CH:17][C:12]=2[S:11][C:10]=1[C:5](=[O:6])[C:1]([CH3:4])([CH3:2])[CH3:3])[CH2:22][CH2:23][CH3:24]. Procedure: A solution of 21.6 mg of 1-tert-butyl-6-methoxy-3H-[1]benzothieno[2,3-c]pyran-3-one from the Step D above and 29.1 mg di-n-butyl amine in 0.75 mL anhydrous DMF was heated at 70° C. for six hours. The reaction mixture was purified on RP-HPLC using 70˜100% MeCN gradient with 0.1% TFA. The product fractions were pooled and lyophilized to give the title compound as a white solid. LC-MS: 4.53 min. (m/Z=418.3, 440.2). Starting materials: Cc1nc(-c2ccccc2)sc1C(=O)O, CN(C)C=O, CC(CCOS(C)(=O)=O)=C(F)F, [Na+], O, O=C([O-])O. The product is CC(CCOC(=O)c1sc(-c2ccccc2)nc1C)=C(F)F. RXN SMILES: [CH3:18][c:19]1[n:20][c:21](-[c:27]2[cH:28][cH:29][cH:30][cH:31][cH:32]2)[s:22][c:23]1[C:24](=[O:25])[OH:26].[CH3:1][N:2]([CH3:3])[CH:4]=[O:5].[CH3:6][S:7](=[O:8])(=[O:9])[O:10][CH2:11][CH2:12][C:13](=[C:14]([F:15])[F:16])[CH3:17].[Na+:33].[OH2:38].[OH:34][C:35](=[O:36])[O-:37]>>[O:10]([CH2:11][CH2:12][C:13](=[C:14]([F:15])[F:16])[CH3:17])[C:24]([c:23]1[c:19]([CH3:18])[n:20][c:21](-[c:27]2[cH:28][cH:29][cH:30][cH:31][cH:32]2)[s:22]1)=[O:25]. Reactants: C(C)(C)(C)[Si](OC1=CC2=C(C3=C(C4=CC=CC=C4OC3O)CCO2)C=C1)(C)C (2-(tert-Butyl-dimethyl-silyloxy)-11,12-dihydro-5H-6,13-dioxa-benzo[3,4]cyclohepta[1,2-a]naphthalen-5-ol), IC1=CC=C(OCCN2CCCCC2)C=C1 (1-[2-(4-Iodo-phenoxy)-ethyl]-piperidine). Yields the product C(C)(C)(C)[Si](OC=1C=CC2=C(OCCC(=C2C(C2=CC=C(C=C2)OCCN2CCCCC2)O)C2=C(C=CC=C2)O)C1)(C)C (2-(8-(tert-Butyl-dimethyl-silyloxy)-5-{hydroxy-(4-(2-piperidin-1-yl-ethoxy)-phenyl]-methyl}-2,3-dihydro-benzo[b]oxepin-4-yl)-phenol). As a reaction SMILES: [C:1]([Si:5]([CH3:28])([CH3:27])[O:6][C:7]1[CH:26]=[CH:25][C:10]2[C:11]3[CH:20]([OH:21])[O:19][C:18]4[C:13](=[CH:14][CH:15]=[CH:16][CH:17]=4)[C:12]=3[CH2:22][CH2:23][O:24][C:9]=2[CH:8]=1)([CH3:4])([CH3:3])[CH3:2].I[C:30]1[CH:44]=[CH:43][C:33]([O:34][CH2:35][CH2:36][N:37]2[CH2:42][CH2:41][CH2:40][CH2:39][CH2:38]2)=[CH:32][CH:31]=1>>[C:1]([Si:5]([CH3:27])([CH3:28])[O:6][C:7]1[CH:26]=[CH:25][C:10]2[C:11]([CH:20]([OH:21])[C:30]3[CH:31]=[CH:32][C:33]([O:34][CH2:35][CH2:36][N:37]4[CH2:38][CH2:39][CH2:40][CH2:41][CH2:42]4)=[CH:43][CH:44]=3)=[C:12]([C:13]3[CH:14]=[CH:15][CH:16]=[CH:17][C:18]=3[OH:19])[CH2:22][CH2:23][O:24][C:9]=2[CH:8]=1)([CH3:2])([CH3:4])[CH3:3]. Reported procedure: Following the procedure described in Examples 76, 2-(tert-Butyl-dimethyl-silyloxy)-11,12-dihydro-5H-6,13-dioxa-benzo[3,4]cyclohepta[1,2-a]naphthalen-5-ol, the compound prepared as in Example 105 above, was reacted with 1-[2-(4-Iodo-phenoxy)-ethyl]-piperidine to yield 2-(8-(tert-Butyl-dimethyl-silyloxy)-5-{hydroxy-(4-(2-piperidin-1-yl-ethoxy)-phenyl]-methyl}-2,3-dihydro-benzo[b]oxepin-4-yl)-phenol as a crude oil. The crude 2-(8-(tert-Butyl-dimethyl-silyloxy)-5-{hydroxy-[4-(2-piperidin-1-yl-ethoxy...